This data is from the Open Reaction Database (ORD), a public repository of structured organic reaction records. The task is: describe an organic reaction: reactants, conditions, products, and yield Reactants: C(#C)C=1C=C2C(CC(OC2=CC1)(C)C)=O (6-ethynyl-2,2-dimethylchroman-4-one), C(#C)C=1C=C2C(CC(OC2=CC1)(C)C)=O (6-ethynyl-2,2-dimethylchroman-4-one), FC1=C(C(=O)OCC)C=CC(=C1)I (ethyl 2-fluoro-4-iodobenzoate). Reagents/catalysts: Cl[Pd]([P](C1=CC=CC=C1)(C2=CC=CC=C2)C3=CC=CC=C3)([P](C4=CC=CC=C4)(C5=CC=CC=C5)C6=CC=CC=C6)Cl (bis(triphenylphosphine)-palladium(II) chloride), [Cu]I (copper(I) iodide). Solvent: CCN(CC)CC (Et3N). Conditions: time 8 hour. Product: FC1=C(C(=O)OCC)C=CC(=C1)C#CC=1C=C2C(CC(OC2=CC1)(C)C)=O (Ethyl 2-fluoro-4-[(2,2-dimethyl-4-oxo-chroman-6-yl)ethynyl]-benzoate). Yield: 72.8%. RXN SMILES: [C:1]([C:3]1[CH:4]=[C:5]2[C:10](=[CH:11][CH:12]=1)[O:9][C:8]([CH3:14])([CH3:13])[CH2:7][C:6]2=[O:15])#[CH:2].[F:16][C:17]1[CH:27]=[C:26](I)[CH:25]=[CH:24][C:18]=1[C:19]([O:21][CH2:22][CH3:23])=[O:20]>CCN(CC)CC.Cl[Pd](Cl)([P](C1C=CC=CC=1)(C1C=CC=CC=1)C1C=CC=CC=1)[P](C1C=CC=CC=1)(C1C=CC=CC=1)C1C=CC=CC=1.[Cu]I>[F:16][C:17]1[CH:27]=[C:26]([C:2]#[C:1][C:3]2[CH:4]=[C:5]3[C:10](=[CH:11][CH:12]=2)[O:9][C:8]([CH3:13])([CH3:14])[CH2:7][C:6]3=[O:15])[CH:25]=[CH:24][C:18]=1[C:19]([O:21][CH2:22][CH3:23])=[O:20] |^1:38,57|. Reported procedure: A solution of 6-ethynyl-2,2-dimethylchroman-4-one (Compound 262, 314.0 mg, 1.57 mmol) and ethyl 2-fluoro-4-iodobenzoate (440.0 mg, 1.50 mmol) in 10.0 mL Et3N was purged with argon for 15 minutes. To this solution was added bis(triphenylphosphine)-palladium(II) chloride (275.0 mg, 0.39 mmol) and copper(I) iodide (75.0 mg, 0.39 mmol). After sparging for an additional 10 minutes with argon, the solution was stirred overnight at room temperature. The reaction mixture was filtered through a pad of Ce... The solvent is C1CCOC1 (THF), C1CCOC1 (THF). As a reaction SMILES: [O:1]1[C:5]2[CH:6]=[CH:7][C:8]([S:10]([N:13]([CH2:18][C@@H:19]([OH:43])[C@@H:20]([N:28](CC3C=CC=CC=3)CC3C=CC=CC=3)[CH2:21][C:22]3[CH:27]=[CH:26][CH:25]=[CH:24][CH:23]=3)[CH2:14][CH:15]([CH3:17])[CH3:16])(=[O:12])=[O:11])=[CH:9][C:4]=2[O:3][CH2:2]1.O.CS(O)(=O)=O>[OH-].[OH-].[Pd+2].C1COCC1>[O:1]1[C:5]2[CH:6]=[CH:7][C:8]([S:10]([N:13]([CH2:18][C@@H:19]([OH:43])[C@@H:20]([NH2:28])[CH2:21][C:22]3[CH:23]=[CH:24][CH:25]=[CH:26][CH:27]=3)[CH2:14][CH:15]([CH3:17])[CH3:16])(=[O:11])=[O:12])=[CH:9][C:4]=2[O:3][CH2:2]1 |f:3.4.5|. Run at time 16 hour. The product is O1COC2=C1C=CC(=C2)S(=O)(=O)N(CC(C)C)C[C@H]([C@H](CC2=CC=CC=C2)N)O (1-[N-[(1,3-benzodioxol-5-yl)sulfonyl]-N-(2-methylpropyl)amino]-3(S)-amino-4-phenyl-2(R)-butanol). Reactants: O1COC2=C1C=CC(=C2)S(=O)(=O)N(CC(C)C)C[C@H]([C@H](CC2=CC=CC=C2)N(CC2=CC=CC=C2)CC2=CC=CC=C2)O (1-[N-[(1,3-benzodioxol-5-yl)sulfonyl]-N-(2-methylpropyl)amino]-3(S)-[bis(phenylmethyl)amino]-4-phenyl-2(R)-butanol), O (water), O (water), CS(=O)(=O)O (methane sulfonic acid). Reported procedure: Part B: To the THF solution of crude 1-[N-[(1,3-benzodioxol-5-yl)sulfonyl]-N-(2-methylpropyl)amino]-3(S)-[bis(phenylmethyl)amino]-4-phenyl-2(R)-butanol was added water (500 mL) followed by methane sulfonic acid (531 g, 5.5 moles). The solution was stirred to insure complete mixing and added to a 5 gallon autoclave. Pearlman's catalyst (200 g of 20% Pd(OH)2 on C/50% water) was added to the autoclave with the aid of THF (500 mL). The reactor was purged four times with nitrogen and four times with ... Reagents/catalysts: [OH-].[OH-].[Pd+2] (Pearlman's catalyst). Starting materials: C([O-])([O-])=O.[K+].[K+] (potassium carbonate), NC12CCC(CC1)(CC2)C(=O)N (4-Aminobicyclo[2.2.2]octane-1-carboxamide), BrCC(=O)N1[C@@H](C[C@@H](C1)F)C#N ((2S,4S)-1-(2-bromoacetyl)-4-fluoropyrrolidine-2-carbonitrile). Run in CN(C=O)C (N,N-dimethylformamide), CN(C=O)C (N,N-dimethylformamide). Run at time 2.5 hour. The product is C(N)(=O)C12CCC(CC1)(CC2)NCC(=O)N2[C@@H](C[C@@H](C2)F)C#N ((2S,4S)-1-[[(4-carbamoylbicyclo[2.2.2]oct-1-yl)amino]acetyl]-4-fluoropyrrolidine-2-carbonitrile). The yield is 98.2%. RXN SMILES: [NH2:1][C:2]12[CH2:9][CH2:8][C:5]([C:10]([NH2:12])=[O:11])([CH2:6][CH2:7]1)[CH2:4][CH2:3]2.C(=O)([O-])[O-].[K+].[K+].Br[CH2:20][C:21]([N:23]1[CH2:27][C@@H:26]([F:28])[CH2:25][C@H:24]1[C:29]#[N:30])=[O:22]>CN(C)C=O>[C:10]([C:5]12[CH2:4][CH2:3][C:2]([NH:1][CH2:20][C:21]([N:23]3[CH2:27][C@@H:26]([F:28])[CH2:25][C@H:24]3[C:29]#[N:30])=[O:22])([CH2:9][CH2:8]1)[CH2:7][CH2:6]2)(=[O:11])[NH2:12] |f:1.2.3|. Reported procedure: 4-Aminobicyclo[2.2.2]octane-1-carboxamide (50.0 mg) was dissolved in N,N-dimethylformamide (2 mL). To this solution, potassium carbonate (50.0 mg) was added, followed by dropwise addition of (2S,4S)-1-(2-bromoacetyl)-4-fluoropyrrolidine-2-carbonitrile (70.0 mg) in N,N-dimethylformamide (1 mL) at room temperature. The mixture was stirred at room temperature for 2.5 hours and was concentrated under reduced pressure. The resulting residue was purified by silica gel chromatography (eluant:chloroform... The reactants are CC(C)CCCC(C)CC(CNC(=O)OCc1ccccc1)C(=O)O, [H][H]. Yields the product CC(C)CCCC(C)CC(CN)C(=O)O. RXN SMILES: [CH2:1]([O:2][C:3](=[O:4])[NH:11][CH2:12][CH:13]([C:14](=[O:15])[OH:16])[CH2:17][CH:18]([CH2:19][CH2:20][CH2:21][CH:22]([CH3:23])[CH3:24])[CH3:25])[c:5]1[cH:6][cH:7][cH:8][cH:9][cH:10]1.[H:26][H:27]>>[NH2:11][CH2:12][CH:13]([C:14](=[O:15])[OH:16])[CH2:17][CH:18]([CH2:19][CH2:20][CH2:21][CH:22]([CH3:23])[CH3:24])[CH3:25]. The reactants are CCC1=CC2C(C1)CC2(CNC(=O)OC(C)(C)C)CC(=O)O, CI, [H-], [Na+], C1CCOC1, O. The product is CCC1=CC2C(C1)CC2(CC(=O)O)CN(C)C(=O)OC(C)(C)C. Reaction SMILES: [C:8]([CH3:9])([CH3:10])([CH3:11])[O:12][C:13](=[O:14])[NH:15][CH2:16][C:17]1([CH2:26][C:27](=[O:28])[OH:29])[CH:18]2[CH:19]=[C:20]([CH2:24][CH3:25])[CH2:21][CH:22]2[CH2:23]1.[CH3:30][I:31].[H-:1].[Na+:2].[O:3]1[CH2:4][CH2:7][CH2:6][CH2:5]1.[OH2:32]>>[CH3:4][N:15]([C:13]([O:12][C:8]([CH3:9])([CH3:10])[CH3:11])=[O:14])[CH2:16][C:17]1([CH2:26][C:27](=[O:28])[OH:29])[CH:18]2[CH:19]=[C:20]([CH2:24][CH3:25])[CH2:21][CH:22]2[CH2:23]1. The reactants are C(CCCCCCCCCCC)(=O)N[C@@H](CSC[C@@H](C(=O)NC1(CC1)CO)NC(OCC1C2=CC=CC=C2C=2C=CC=CC12)=O)COCCCCCCCCCCCCCCCC ((9H-fluoren-9-yl)methyl(R)-3-((R)-2-dodecanamido-3-(hexadecyloxy)propylthio)-1-(1-(hydroxymethyl)cyclopropylamino)-1-oxopropan-2-ylcarbamate), N1CCCCC1 (piperidine), C1(=CC=CC=C1)C (toluene). Run in C(Cl)Cl (DCM), C(C)#N (acetonitrile). The product is N[C@@H](CSC[C@@H](COCCCCCCCCCCCCCCCC)NC(CCCCCCCCCCC)=O)C(=O)NC1(CC1)CO (N—((R)-1-((R)-2-amino-3-(1-(hydroxymethyl)cyclopropylamino)-3-oxopropylthio)-3-(hexadecyloxy)propan-2-yl)dodecanamide). RXN SMILES: [C:1]([NH:14][C@H:15]([CH2:46][O:47][CH2:48][CH2:49][CH2:50][CH2:51][CH2:52][CH2:53][CH2:54][CH2:55][CH2:56][CH2:57][CH2:58][CH2:59][CH2:60][CH2:61][CH2:62][CH3:63])[CH2:16][S:17][CH2:18][C@H:19]([NH:28]C(=O)OCC1C2C=CC=CC=2C2C1=CC=CC=2)[C:20]([NH:22][C:23]1([CH2:26][OH:27])[CH2:25][CH2:24]1)=[O:21])(=[O:13])[CH2:2][CH2:3][CH2:4][CH2:5][CH2:6][CH2:7][CH2:8][CH2:9][CH2:10][CH2:11][CH3:12].N1CCCCC1.C1(C)C=CC=CC=1>C(#N)C.C(Cl)Cl>[NH2:28][C@H:19]([C:20]([NH:22][C:23]1([CH2:26][OH:27])[CH2:25][CH2:24]1)=[O:21])[CH2:18][S:17][CH2:16][C@H:15]([NH:14][C:1](=[O:13])[CH2:2][CH2:3][CH2:4][CH2:5][CH2:6][CH2:7][CH2:8][CH2:9][CH2:10][CH2:11][CH3:12])[CH2:46][O:47][CH2:48][CH2:49][CH2:50][CH2:51][CH2:52][CH2:53][CH2:54][CH2:55][CH2:56][CH2:57][CH2:58][CH2:59][CH2:60][CH2:61][CH2:62][CH3:63]. Reported procedure: To a solution of (9H-fluoren-9-yl)methyl(R)-3-((R)-2-dodecanamido-3-(hexadecyloxy)propylthio)-1-(1-(hydroxymethyl)cyclopropylamino)-1-oxopropan-2-ylcarbamate (1 eq) was added 20% piperidine (50 eq) in acetonitrile. The resulting gel was diluted with DCM and sonicated for 3 minutes. The mixture was added to toluene and then concentrated en vaccuo. The crude mixture was purified by flash chromatography on a COMBIFLASH® system (ISCO) using 100% EtOAc then 0-10% MeOH/DCM to give N—((R)-1-((R)-2-amin... Procedure: 2,4-Lutidine-1-oxide (10 g, 8.10 mmol) was dissolved in anhydrous dioxane (125 ml) under nitrogen atomsphere, and herein p-toluenesulfonyl chloride (31.5 g, 162 mmol) was added and refluxed for 5 hours. The solution was neutralized with the saturated aqueous solution of potassium carbonate and extracted twice with methylene chloride. The combined organic layers were dried over anhydrous magnesium sulfate, filtered and concentrated under reduced pressure to get crude product. The residue was sepa... As a reaction SMILES: [N+:1]1([O-])[C:2]([CH3:8])=[CH:3][C:4]([CH3:7])=[CH:5][CH:6]=1.C1(C)C=CC(S([Cl:19])(=O)=O)=CC=1.C(=O)([O-])[O-].[K+].[K+]>O1CCOCC1>[Cl:19][CH2:8][C:2]1[CH:3]=[C:4]([CH3:7])[CH:5]=[CH:6][N:1]=1 |f:2.3.4|. Yield: 364.4%. The solvent is O1CCOCC1 (dioxane). The product is ClCC1=NC=CC(=C1)C (2-chloromethyl-4-methylpyridine). The reactants are C1(=CC=C(C=C1)S(=O)(=O)Cl)C (p-toluenesulfonyl chloride), [N+]=1(C(=CC(=CC1)C)C)[O-] (2,4-Lutidine-1-oxide), C([O-])([O-])=O.[K+].[K+] (potassium carbonate).